This data is from the Open Reaction Database (ORD), a public repository of structured organic reaction records. The task is: describe an organic reaction: reactants, conditions, products, and yield Starting materials: OC=1C=CC=2C(C3=CC=CC=C3OC2C1)=C1C2CC3CC(CC1C3)C2 (3Hydroxy-9H-xanthen-9-ylideneadamantane), N1=CC=CC=C1 (pyridine), OC=1C=CC=2C(C3=CC=CC=C3OC2C1)=C1C2CC3CC(CC1C3)C2 (3Hydroxy-9H-xanthen-9-ylideneadamantane), C(C)(=O)Cl (Acetyl chloride). The solvent is C(Cl)Cl (CH2Cl2), C(Cl)Cl (CH2Cl2), C(Cl)Cl (CH2Cl2). Run at time 2 hour. The product is C(C)(=O)OC=1C=CC=2C(C3=CC=CC=C3OC2C1)=C1C2CC3CC(CC1C3)C2 (3-Acetoxy-9H-xanthen-9-ylideneadamantane). Isolated yield 89.9%. Reaction SMILES: [OH:1][C:2]1[CH:3]=[CH:4][C:5]2[C:6](=[C:16]3[CH:23]4[CH2:24][CH:19]5[CH2:20][CH:21]([CH2:25][CH:17]3[CH2:18]5)[CH2:22]4)[C:7]3[C:12]([O:13][C:14]=2[CH:15]=1)=[CH:11][CH:10]=[CH:9][CH:8]=3.N1C=CC=CC=1.[C:32](Cl)(=[O:34])[CH3:33]>C(Cl)Cl>[C:32]([O:1][C:2]1[CH:3]=[CH:4][C:5]2[C:6](=[C:16]3[CH:23]4[CH2:24][CH:19]5[CH2:20][CH:21]([CH2:25][CH:17]3[CH2:18]5)[CH2:22]4)[C:7]3[C:12]([O:13][C:14]=2[CH:15]=1)=[CH:11][CH:10]=[CH:9][CH:8]=3)(=[O:34])[CH3:33]. Reported procedure: Hydroxy alkene 5a (0.577 g, 1.5 mmol) was dissolved in 20 mL of CH2Cl2 with 1.25 mL (1.22 g, 15.5 mmol) of pyridine. Acetyl chloride (0.6 mL, 0.662 g, 8.4 mmol) was dissolved in 5 mL of CH2Cl2 and added dropwise to the solution with 5a. A precipitate formed immediately. After stirring for 2 hours, the solvent was removed to give a yellow-orange solid. This material was treated with 50 mL of CH2Cl2 to leave a white solid which was separated by filtration. The CH2Cl2 solution was then concentrated... Starting materials: C(C)OC(=O)C1(CC1)C1=CC=C(C=C1)C1=CC=C(C=C1)C1=C(C(=NO1)C)CBr (1-[4′-(4-bromomethyl-3-methyl-isoxazol-5-yl)-biphenyl-4-yl]-cyclopropanecarboxylic acid ethyl ester), C1(=CC=CC=C1)C1CNC(O1)=O (5-phenyl-oxazolidin-2-one). Product: C(C)OC(=O)C1(CC1)C1=CC=C(C=C1)C1=CC=C(C=C1)C1=C(C(=NO1)C)CN1C(OC(C1)C1=CC=CC=C1)=O (1-{4′-[3-Methyl-4-(2-oxo-5-phenyl-oxazolidin-3-ylmethyl)-isoxazol-5-yl]-biphenyl-4-yl}-cyclopropanecarboxylic acid ethyl ester). Reaction SMILES: [CH2:1]([O:3][C:4]([C:6]1([C:9]2[CH:14]=[CH:13][C:12]([C:15]3[CH:20]=[CH:19][C:18]([C:21]4[O:25][N:24]=[C:23]([CH3:26])[C:22]=4[CH2:27]Br)=[CH:17][CH:16]=3)=[CH:11][CH:10]=2)[CH2:8][CH2:7]1)=[O:5])[CH3:2].[C:29]1([CH:35]2[O:39][C:38](=[O:40])[NH:37][CH2:36]2)[CH:34]=[CH:33][CH:32]=[CH:31][CH:30]=1>>[CH2:1]([O:3][C:4]([C:6]1([C:9]2[CH:14]=[CH:13][C:12]([C:15]3[CH:20]=[CH:19][C:18]([C:21]4[O:25][N:24]=[C:23]([CH3:26])[C:22]=4[CH2:27][N:37]4[CH2:36][CH:35]([C:29]5[CH:34]=[CH:33][CH:32]=[CH:31][CH:30]=5)[O:39][C:38]4=[O:40])=[CH:17][CH:16]=3)=[CH:11][CH:10]=2)[CH2:8][CH2:7]1)=[O:5])[CH3:2]. Procedure details: Prepared according to the procedure described in Example 5, Step 3, using 1-[4′-(4-bromomethyl-3-methyl-isoxazol-5-yl)-biphenyl-4-yl]-cyclopropanecarboxylic acid ethyl ester and 5-phenyl-oxazolidin-2-one. Starting materials: C(C=C)N1C(=NC=2N(C(N(C(C12)=O)C)=O)C)Cl (7-allyl-8-chloro-1,3-dimethyl-3,7-dihydropurine-2,6-dione), C(C)(C)(C)OC(=O)N1CCNCC1 (piperazine-1-carboxylic acid tert-butyl ester), N12CCCCCC2=NCCC1 (1,8-diazabicyclo[5,4,0]undec-7-ene). Solvent: CN1C(CCC1)=O (1-methylpyrrolidin-2-one). Run at temperature 140 celsius, time 2 hour. Product: C(C)(C)(C)OC(=O)N1CCN(CC1)C1=NC=2N(C(N(C(C2N1CC=C)=O)C)=O)C (4-(7-Allyl-1,3-dimethyl-2,6-dioxo-2,3,6,7-tetrahydro-1H-purin-8-yl)piperazine-1-carboxylic acid tert-butyl ester). Yield: 94.4%. Reaction SMILES: [CH2:1]([N:4]1[C:12]2[C:11](=[O:13])[N:10]([CH3:14])[C:9](=[O:15])[N:8]([CH3:16])[C:7]=2[N:6]=[C:5]1Cl)[CH:2]=[CH2:3].[C:18]([O:22][C:23]([N:25]1[CH2:30][CH2:29][NH:28][CH2:27][CH2:26]1)=[O:24])([CH3:21])([CH3:20])[CH3:19].N12CCCN=C1CCCCC2>CN1CCCC1=O>[C:18]([O:22][C:23]([N:25]1[CH2:30][CH2:29][N:28]([C:5]2[N:4]([CH2:1][CH:2]=[CH2:3])[C:12]3[C:11](=[O:13])[N:10]([CH3:14])[C:9](=[O:15])[N:8]([CH3:16])[C:7]=3[N:6]=2)[CH2:27][CH2:26]1)=[O:24])([CH3:21])([CH3:19])[CH3:20]. Procedure details: A mixture of 7-allyl-8-chloro-1,3-dimethyl-3,7-dihydropurine-2,6-dione (1.0 g), piperazine-1-carboxylic acid tert-butyl ester (1.1 g), 1,8-diazabicyclo[5,4,0]undec-7-ene (DBU) (0.59 ml), and 1-methylpyrrolidin-2-one (2 ml) were stirred under nitrogen atmosphere in an oil bath at 140° C. for 2 hours. The reaction mixture was extracted with ethyl acetate and water. The organic layer was washed with water followed by saturated brine, dried over anhydrous magnesium sulfate, and concentrated under re... Reactants: C1CC1C(=O)NC2=NC=CC(=C2)Cl, C1OC2=C(C(=CN=C2O1)Cl)N. Reagents/catalysts: C1CCC2=NCCCN2CC1, CC1(C2=C(C(=CC=C2)P(C3=CC=CC=C3)C4=CC=CC=C4)OC5=C1C=CC=C5P(C6=CC=CC=C6)C7=CC=CC=C7)C, C1=CC=C(C=C1)/C=C/C(=O)/C=C/C2=CC=CC=C2.C1=CC=C(C=C1)/C=C/C(=O)/C=C/C2=CC=CC=C2.[Pd]. The solvent is CC1=CC=CC=C1. Conditions: temperature 130 celsius. Yields the product C1CC1C(=O)NC2=NC=CC(=C2)NC3=C4C(=NC=C3Cl)OCO4. Yield: 32.5%. Reported procedure: 2,3,4,6,7,8,9,10-octahydropyrimido[1,2-a]azepine (0.190 mL, 1.27 mmol) was added to a mixture of N-(4-chloropyridin-2-yl)cyclopropanecarboxamide (100 mg, 0.51 mmol), 6-chloro-[1,3]dioxolo[4,5-b]pyridin-7-amine (105 mg, 0.61 mmol) and BIS(DIBENZYLIDENEACETONE)PALLADIUM(0) (26.3 mg, 0.05 mmol) and (9,9-dimethyl-9H-xanthene-4,5-diyl)bis(diphenylphosphine) (29.4 mg, 0.05 mmol) in toluene (1 mL) in a microwave tube. The reaction was degased, purged with argon and heated to 130 °C over a period of 7 h... Starting materials: CC(C)(C)OC(=O)N1CCC(CC(CC#N)n2cc(B3OC(C)(C)C(C)(C)O3)cn2)CC1, C1COCCO1, CCOC(C)=O, COc1cnc(Cl)nc1Cl, [Na+], [Na+], O=C([O-])[O-], O, c1ccc(P(c2ccccc2)(c2ccccc2)[Pd](P(c2ccccc2)(c2ccccc2)c2ccccc2)(P(c2ccccc2)(c2ccccc2)c2ccccc2)P(c2ccccc2)(c2ccccc2)c2ccccc2)cc1. Yields the product COc1cnc(Cl)nc1-c1cnn(C(CC#N)CC2CCN(C(=O)OC(C)(C)C)CC2)c1. RXN SMILES: [C:11](#[N:12])[CH2:13][CH:14]([CH2:15][CH:16]1[CH2:17][CH2:18][N:19]([C:22](=[O:23])[O:24][C:25]([CH3:26])([CH3:27])[CH3:28])[CH2:20][CH2:21]1)[n:29]1[n:30][cH:31][c:32]([B:34]2[O:35][C:36]([CH3:37])([CH3:38])[C:39]([CH3:40])([CH3:41])[O:42]2)[cH:33]1.[CH2:43]1[O:44][CH2:45][CH2:46][O:47][CH2:48]1.[CH3:56][CH2:57][O:58][C:59]([CH3:60])=[O:61].[Cl:1][c:2]1[n:3][cH:4][c:5]([O:9][CH3:10])[c:6]([Cl:8])[n:7]1.[Na+:49].[Na+:50].[O-:51][C:52](=[O:53])[O-:54].[OH2:55].[cH:62]1[cH:63][cH:64][c:65]([P:66]([Pd:67]([P:68]([c:69]2[cH:70][cH:71][cH:72][cH:73][cH:74]2)([c:75]2[cH:76][cH:77][cH:78][cH:79][cH:80]2)[c:81]2[cH:82][cH:83][cH:84][cH:85][cH:86]2)([P:87]([c:88]2[cH:89][cH:90][cH:91][cH:92][cH:93]2)([c:94]2[cH:95][cH:96][cH:97][cH:98][cH:99]2)[c:100]2[cH:101][cH:102][cH:103][cH:104][cH:105]2)[P:106]([c:107]2[cH:108][cH:109][cH:110][cH:111][cH:112]2)([c:113]2[cH:114][cH:115][cH:116][cH:117][cH:118]2)[c:119]2[cH:120][cH:121][cH:122][cH:123][cH:124]2)([c:125]2[cH:126][cH:127][cH:128][cH:129][cH:130]2)[c:131]2[cH:132][cH:133][cH:134][cH:135][cH:136]2)[cH:137][cH:138]1>>[Cl:1][c:2]1[n:3][cH:4][c:5]([O:9][CH3:10])[c:6](-[c:32]2[cH:31][n:30][n:29]([CH:14]([CH2:13][C:11]#[N:12])[CH2:15][CH:16]3[CH2:17][CH2:18][N:19]([C:22](=[O:23])[O:24][C:25]([CH3:26])([CH3:27])[CH3:28])[CH2:20][CH2:21]3)[cH:33]2)[n:7]1. The reactants are CC(=O)O[BH-](OC(C)=O)OC(C)=O, C1CCOC1, CNC, Cc1csc(Nc2cc(Oc3cccc4ccccc34)c(C=O)cn2)n1, [Na+]. Product: Cc1csc(Nc2cc(Oc3cccc4ccccc34)c(CN(C)C)cn2)n1. RXN SMILES: [C:30]([O:31][BH-:32]([O:33][C:34](=[O:35])[CH3:36])[O:37][C:38](=[O:39])[CH3:40])(=[O:41])[CH3:42].[CH2:44]1[O:45][CH2:46][CH2:47][CH2:48]1.[CH3:1][NH:2][CH3:3].[CH3:4][c:5]1[n:6][c:7]([NH:10][c:11]2[n:12][cH:13][c:14]([CH:15]=[O:16])[c:17]([O:19][c:20]3[cH:21][cH:22][cH:23][c:24]4[cH:25][cH:26][cH:27][cH:28][c:29]34)[cH:18]2)[s:8][cH:9]1.[Na+:43]>>[CH3:1][N:2]([CH3:3])[CH2:15][c:14]1[cH:13][n:12][c:11]([NH:10][c:7]2[n:6][c:5]([CH3:4])[cH:9][s:8]2)[cH:18][c:17]1[O:19][c:20]1[cH:21][cH:22][cH:23][c:24]2[cH:25][cH:26][cH:27][cH:28][c:29]12. Reactants: ClC1=C2C=C(C(N(C2=CC=N1)NC(=O)OC(C)(C)C)=O)C1=CC=CC=C1 (tert-butyl 5-chloro-2-oxo-3-phenyl-1,6-naphthyridine-1(2H)-carbamate), O.NN (hydrazine hydrate). Solvent: O1CCOCC1 (1,4-dioxane). Run at temperature 120 celsius. Product: N(N)C1=C2C=C(C(NC2=CC=N1)=O)C1=CC=CC=C1 (5-hydrazino-3-phenyl-1,6-naphthyridine-2(1H)-one). Reaction SMILES: Cl[C:2]1[N:11]=[CH:10][CH:9]=[C:8]2[C:3]=1[CH:4]=[C:5]([C:21]1[CH:26]=[CH:25][CH:24]=[CH:23][CH:22]=1)[C:6](=[O:20])[N:7]2NC(OC(C)(C)C)=O.O.[NH2:28][NH2:29]>O1CCOCC1>[NH:28]([C:2]1[N:11]=[CH:10][CH:9]=[C:8]2[C:3]=1[CH:4]=[C:5]([C:21]1[CH:26]=[CH:25][CH:24]=[CH:23][CH:22]=1)[C:6](=[O:20])[NH:7]2)[NH2:29] |f:1.2|. Procedure: A mixture of tert-butyl 5-chloro-2-oxo-3-phenyl-1,6-naphthyridine-1(2H)-carbamate (2-2) (2.0 g, 5.6 mmol) and hydrazine hydrate (7.2 g, 112 mmol) in 1,4-dioxane (28 mL) was heated under microwave irradiation at 120° C. for 20 minutes. The solvent was removed under reduced pressure, and water was added to the residue. The resulting solid was collected by filtration to give 5-hydrazino-3-phenyl-1,6-naphthyridine-2(1H)-one (2-3) as a colorless solid.